Dataset: the Open Reaction Database (ORD), a public repository of structured organic reaction records. Task: describe an organic reaction: reactants, conditions, products, and yield Reactants: CSC(=N)N[N+](=O)[O-], CO, NCCCCc1ccccn1. Product: N=C(NCCCCc1ccccn1)N[N+](=O)[O-]. Reaction SMILES: [CH3:12][S:13][C:14]([NH:15][N+:16](=[O:17])[O-:18])=[NH:19].[CH3:20][OH:21].[NH2:1][CH2:2][CH2:3][CH2:4][CH2:5][c:6]1[n:7][cH:8][cH:9][cH:10][cH:11]1>>[NH:1]([CH2:2][CH2:3][CH2:4][CH2:5][c:6]1[n:7][cH:8][cH:9][cH:10][cH:11]1)[C:14]([NH:15][N+:16](=[O:17])[O-:18])=[NH:19]. Starting materials: CCOC(=O)C (EtOAc), [B-](F)(F)(F)F.[B-](F)(F)(F)F.C1C[N+]2(CC[N+]1(CC2)CCl)F (selectfluor), C(C)N1N=C(C=C1C(=O)OC)C (methyl 1-ethyl-3-methylpyrazol-5-ylcarboxylate). The solvent is O (water), C(C)#N (acetonitrile). Yields the product C(C)N1N=C(C(=C1C(=O)OC)F)C (methyl 1-ethyl-4-fluoro-3-methylpyrazol-5-ylcarboxylate). Isolated yield 26.9%. Reaction SMILES: [CH2:1]([N:3]1[C:7]([C:8]([O:10][CH3:11])=[O:9])=[CH:6][C:5]([CH3:12])=[N:4]1)[CH3:2].[B-](F)(F)(F)[F:14].[B-](F)(F)(F)F.C1[N+]2(CCl)CC[N+](F)(CC2)C1.CCOC(C)=O>C(#N)C.O>[CH2:1]([N:3]1[C:7]([C:8]([O:10][CH3:11])=[O:9])=[C:6]([F:14])[C:5]([CH3:12])=[N:4]1)[CH3:2] |f:1.2.3|. Procedure: To a flask, methyl 1-ethyl-3-methylpyrazol-5-ylcarboxylate (1.70 g, 0.010 mol, Ref. CN1626520A) was dissolved in 30 mL of acetonitrile and the selectfluor (1-chloromethyl-4-fluoro-1,4-diazabicyclo[2.2.2]octanium bis(tetrafluoroborate)) (5.30 g, 0.015 mol) was added in batches. After heating to reflux for 1.5 h, the mixture was diluted with 50 mL of water, and then extracted with ethyl acetate (3×50 mL). The combined organic layer was washed with 150 mL of saturated aqueous sodium bicarbonate sol...